Dataset: the Open Reaction Database (ORD), a public repository of structured organic reaction records. Task: describe an organic reaction: reactants, conditions, products, and yield Starting materials: O (H2O), C(C)(C)(C)OC(=O)N1C=C(C2=CC=CC(=C12)N1CCN(CC1)C(=O)OC(C)(C)C)CC1=CC=CC=C1 (3-benzyl-7-(4-tert-butoxycarbonyl-piperazin-1-yl)-indole-1-carboxylic acid tert-butyl ester), CSC (dimethyl sulfide), N[C@@H](C[SeH])C(=O)O.[Li]CCCC (Sec BuLi). The solvent is C1CCOC1 (THF). Run at temperature -78 celsius, time 20 minute. Yields the product C(C)(C)(C)OC(=O)N1C(=C(C2=CC=CC(=C12)N1CCN(CC1)C(=O)OC(C)(C)C)CC1=CC=CC=C1)SC (3-benzyl-7-(4-tert-butoxycarbonyl-piperazin-1-yl)-2-methylsulfanyl-indole-1-carboxylic acid tert-butyl ester). Reaction SMILES: [C:1]([O:5][C:6]([N:8]1[C:16]2[C:11](=[CH:12][CH:13]=[CH:14][C:15]=2[N:17]2[CH2:22][CH2:21][N:20]([C:23]([O:25][C:26]([CH3:29])([CH3:28])[CH3:27])=[O:24])[CH2:19][CH2:18]2)[C:10]([CH2:30][C:31]2[CH:36]=[CH:35][CH:34]=[CH:33][CH:32]=2)=[CH:9]1)=[O:7])([CH3:4])([CH3:3])[CH3:2].N[C@H](C(O)=O)C[SeH].[Li]CCCC.[CH3:49][S:50]C.O>C1COCC1>[C:1]([O:5][C:6]([N:8]1[C:16]2[C:11](=[CH:12][CH:13]=[CH:14][C:15]=2[N:17]2[CH2:22][CH2:21][N:20]([C:23]([O:25][C:26]([CH3:28])([CH3:29])[CH3:27])=[O:24])[CH2:19][CH2:18]2)[C:10]([CH2:30][C:31]2[CH:32]=[CH:33][CH:34]=[CH:35][CH:36]=2)=[C:9]1[S:50][CH3:49])=[O:7])([CH3:2])([CH3:3])[CH3:4] |f:1.2|. Reported procedure: A solution of 3-benzyl-7-(4-tert-butoxycarbonyl-piperazin-1-yl)-indole-1-carboxylic acid tert-butyl ester (186 mg, 0.38 mmol) in THF (5 ml) was cooled to −78° C., and Sec-BuLi (1.4 ml, 1.4 M in cyclohexane) was added. After stirring at −78° C. for 20 minutes, 1 ml of dimethyl sulfide was added and the reaction was allowed to warm up to room temperature for 30 minutes. H2O was slowly added, followed by EtOAC. The organic layer was separated and washed with water and brine. After drying over MgSO4... Reactants: [H][H] (hydrogen), COC=1C=C2CC(COC2=CC1)CC#N (2-(6-Methoxy-3,4-dihydro-2H-3-chromenyl)acetonitrile), C(C)(=O)[O-].[Na+] (sodium acetate). The reagents and catalysts are [Ni] (Raney nickel). Run in C(C)(=O)OCC (ethyl acetate), C(C)(=O)OC(C)=O (acetic anhydride). Yields the product COC=1C=C2CC(COC2=CC1)CCNC(C)=O (N-[2-(6-Methoxy-3,4-dihydro-2H-3-chromenyl)ethyl]acetamide). RXN SMILES: [CH3:1][O:2][C:3]1[CH:4]=[C:5]2[C:10](=[CH:11][CH:12]=1)[O:9][CH2:8][CH:7]([CH2:13][C:14]#[N:15])[CH2:6]2.[C:16]([O-])(=[O:18])[CH3:17].[Na+].[H][H]>[Ni].C(OC(=O)C)(=O)C.C(OCC)(=O)C>[CH3:1][O:2][C:3]1[CH:4]=[C:5]2[C:10](=[CH:11][CH:12]=1)[O:9][CH2:8][CH:7]([CH2:13][CH2:14][NH:15][C:16](=[O:18])[CH3:17])[CH2:6]2 |f:1.2|. Procedure details: 0.812 g (4 mmol) of the nitrile obtained in Step C is added to a suspension of 0.35 g (6 mmol) of Raney nickel and 0.5 g (6 mmol) of sodium acetate in 40 ml of acetic anhydride. The reaction medium is then subjected to hydrogen pressure of 50 psi at a temperature of 50° C. for 5 hours. After cooling of the mixture, the salts are filtered off and the filtrate is concentrated under reduced pressure. The residue obtained is then taken up in ethyl acetate; the organic phase is then washed with a sat...